describe an organic reaction: reactants, conditions, products, and yield From a dataset of the Open Reaction Database (ORD), a public repository of structured organic reaction records. The reactants are C(C1=CC=CC=C1)OC=1C=CC(=C2C=C(NC12)C(=O)OCC)C (ethyl 7-benzyloxy-4-methyl-1H-indole-2-carboxylate), C(=O)[O-].[NH4+] (ammonium formate). Reagents/catalysts: [C].[Pd] (palladium-carbon). The solvent is C(C)O (ethanol). Product: OC=1C=CC(=C2C=C(NC12)C(=O)OCC)C (ethyl 7-hydroxy-4-methyl-1H- indole-2-carboxylate). Isolated yield 6.5%. As a reaction SMILES: C([O:8][C:9]1[CH:10]=[CH:11][C:12]([CH3:23])=[C:13]2[C:17]=1[NH:16][C:15]([C:18]([O:20][CH2:21][CH3:22])=[O:19])=[CH:14]2)C1C=CC=CC=1.C([O-])=O.[NH4+]>[C].[Pd].C(O)C>[OH:8][C:9]1[CH:10]=[CH:11][C:12]([CH3:23])=[C:13]2[C:17]=1[NH:16][C:15]([C:18]([O:20][CH2:21][CH3:22])=[O:19])=[CH:14]2 |f:1.2,3.4|. Reported procedure: A mixture of ethyl 7-benzyloxy-4-methyl-1H-indole-2-carboxylate (15.0 g, 485 mmol), ammonium formate (30.6 g, 485 mmol), 10% palladium-carbon (2.00 g) and ethanol (450 ml) was heated under reflux for 0.5 hour. The reaction mixture was cooled to room temperature, after which the insoluble material was filtered off and the filtrate was concentrated under reduced pressure. The resulting residue was crystallized from ethyl acetate/toluene to obtain ethyl 7-hydroxy-4-methyl-1H- indole-2-carboxylate (... The reactants are FC(C(CCC(=O)C1=CC=C(C=C1)SC)=O)(F)F (5,5,5-trifluoro-1-(4-methylthiophenyl)pentane-1,4-dione), FC1=CC=C(N)C=C1 (4-fluoroaniline). The product is FC(C1=CC=C(N1C1=CC=C(C=C1)F)C1=CC=C(C=C1)SC)(F)F (5-Trifluoromethyl-1-(4-fluorophenyl)-2-(4-methylthiophenyl)pyrrole). Yield: 42.0%. As a reaction SMILES: [F:1][C:2]([F:18])([F:17])[C:3](=O)[CH2:4][CH2:5][C:6]([C:8]1[CH:13]=[CH:12][C:11]([S:14][CH3:15])=[CH:10][CH:9]=1)=O.[F:19][C:20]1[CH:26]=[CH:25][C:23]([NH2:24])=[CH:22][CH:21]=1>>[F:1][C:2]([F:18])([F:17])[C:3]1[N:24]([C:23]2[CH:25]=[CH:26][C:20]([F:19])=[CH:21][CH:22]=2)[C:6]([C:8]2[CH:13]=[CH:12][C:11]([S:14][CH3:15])=[CH:10][CH:9]=2)=[CH:5][CH:4]=1. Procedure details: Following a procedure similar to that described in Example 43(iii), but using 5,5,5-trifluoro-1-(4-methylthiophenyl)pentane-1,4-dione [prepared as described in step (ii) above] and 4-fluoroaniline as starting materials, the title compound was obtained as a pale brown oily substance (yield 42%). The reactants are COc1ccc(Br)c(C(=O)O)c1, CO, O=S(=O)(O)O. Product: COC(=O)c1cc(OC)ccc1Br. As a reaction SMILES: [Br:6][c:7]1[c:8]([C:9](=[O:10])[OH:11])[cH:12][c:13]([O:16][CH3:17])[cH:14][cH:15]1.[CH3:18][OH:19].[S:1](=[O:2])(=[O:3])([OH:4])[OH:5]>>[Br:6][c:7]1[c:8]([C:9](=[O:10])[O:11][CH3:18])[cH:12][c:13]([O:16][CH3:17])[cH:14][cH:15]1. Reactants: C(C)OC(=O)C=1N=CC=2NC3=CC=CC(=C3C2C1COC)OCC1=CC=CC=C1 (5-benzyloxy-4-methoxymethyl-β-carboline-3-carboxylic acid ethyl ester). Reagents/catalysts: [Ni] (Raney nickel). Solvent: C(C)O (ethanol). Yields the product C(C)OC(=O)C=1N=CC=2NC3=CC=CC(=C3C2C1COC)O (5-hydroxy-4-methoxymethyl-β-carboline-3-carboxylic acid ethyl ester). The yield is 93.6%. As a reaction SMILES: [CH2:1]([O:3][C:4]([C:6]1[N:7]=[CH:8][C:9]2[NH:10][C:11]3[C:16]([C:17]=2[C:18]=1[CH2:19][O:20][CH3:21])=[C:15]([O:22]CC1C=CC=CC=1)[CH:14]=[CH:13][CH:12]=3)=[O:5])[CH3:2]>C(O)C.[Ni]>[CH2:1]([O:3][C:4]([C:6]1[N:7]=[CH:8][C:9]2[NH:10][C:11]3[C:16]([C:17]=2[C:18]=1[CH2:19][O:20][CH3:21])=[C:15]([OH:22])[CH:14]=[CH:13][CH:12]=3)=[O:5])[CH3:2]. Reported procedure: 10 g of 5-benzyloxy-4-methoxymethyl-β-carboline-3-carboxylic acid ethyl ester is refluxed for 3 hours in 100 ml of ethanol with 4 g of Raney nickel. After the catalyst has been removed by filtration, the filtrate is concentrated under vacuum. The residue is chromatographed over silica gel with methylene chloride+ethanol/1000+75, thus obtaining 7.2 g of 5-hydroxy-4-methoxymethyl-β-carboline-3-carboxylic acid ethyl ester, mp 179°-181° C. Starting materials: CC(=O)OC(=O)C (Ac2O), CC(=O)OC(=O)C (Ac2O), C1OC=2C=C(N)C=CC2O1 (3,4-methylendioxyaniline), CO (MeOH). The solvent is O1CCOCC1 (dioxane). Reaction conditions: temperature 16 celsius, time 16 hour. Yields the product O1COC2=C1C=CC(=C2)NC(C)=O (N-(1,3-Benzodioxol-5-yl)acetamide). Isolated yield 86.1%. As a reaction SMILES: [CH3:1][C:2](OC(C)=O)=[O:3].[CH2:8]1[O:17][C:16]2[CH:15]=[CH:14][C:12]([NH2:13])=[CH:11][C:10]=2[O:9]1.CO>O1CCOCC1>[O:17]1[C:16]2[CH:15]=[CH:14][C:12]([NH:13][C:2](=[O:3])[CH3:1])=[CH:11][C:10]=2[O:9][CH2:8]1. Procedure details: Ac2O (21.4 mL, 226 mmol) was added dropwise to a stirred solution of 3,4-methylendioxyaniline (217) (25.87 g, 189 mmol) in dioxane (200 mL) at 0° C. and the mixture was stirred at 16° C. for 16 h. MeOH (10 mL) was added to decompose excess Ac2O and the solvent evaporated. The residue was dissolved in EtOAc (200 mL), dried and the solvent evaporated. The residue was filtered through a short column of silica, eluting with a gradient (50-100%) of EtOAc/pet. ether, to give acetamide 218 (29.17 g, 86... Starting materials: COS(=O)(=O)OC (Dimethylsulfate), N(=[N+]=[N-])C[C@H](C[C@@H](CCCCl)CO)NC(OC(C)(C)C)=O (tert-butyl (2S,4R)-1-azido-7-chloro-4-(hydroxymethyl)heptan-2-ylcarbamate), methylated carbamate. Run in CN(C)C=O (DMF). Run at temperature 0 celsius, time 2 hour. The product is N(=[N+]=[N-])C[C@H](C[C@@H]1COCCC1)N(C(OC(C)(C)C)=O)C (tert-butyl (S)-1-azido-3-((R)-tetrahydro-2H-pyran-3-yl)propan-2-yl(methyl)carbamate). The yield is 81.6%. RXN SMILES: [N:1]([CH2:4][C@@H:5]([NH:14][C:15](=[O:21])[O:16][C:17]([CH3:20])([CH3:19])[CH3:18])[CH2:6][C@H:7]([CH2:12][OH:13])[CH2:8][CH2:9][CH2:10]Cl)=[N+:2]=[N-:3].[CH3:22]OS(OC)(=O)=O>CN(C=O)C>[N:1]([CH2:4][C@@H:5]([N:14]([CH3:22])[C:15](=[O:21])[O:16][C:17]([CH3:20])([CH3:19])[CH3:18])[CH2:6][C@H:7]1[CH2:8][CH2:9][CH2:10][O:13][CH2:12]1)=[N+:2]=[N-:3]. Reported procedure: The tert-butyl (2S,4R)-1-azido-7-chloro-4-(hydroxymethyl)heptan-2-ylcarbamate (1.59 g, 4.97 mmol, 1.0 equiv) was dissolved in 15 mL of DMF and the solution cooled to 0° C. A solution of NaNTMS2 (1.0 M, 14.9 mmol, 3.0 equiv) was added via syringe at such a rate that the internal reaction temperature remains below 5° C. After stirring for 2 h LC/MS analysis showed formation of the cyclised product. Dimethylsulfate (940 mg, 0.71 mL, 7.5 mmol, 1.5 equiv) was added and the reaction mixture stirred ov...